Dataset: the Open Reaction Database (ORD), a public repository of structured organic reaction records. Task: describe an organic reaction: reactants, conditions, products, and yield Starting materials: solution, [OH-].[NH4+] (ammonium hydroxide), ClC1=NC(=NC=C1C(=S)OCC)C (ethyl 4-chloro-2-methylthiopyrimidine-5-carboxylate). Solvent: C(C)N(CC)CC (triethylamine), O1CCCC1 (tetrahydrofuran). Run at time 16 hour. Product: NC1=NC(=NC=C1C(=S)OCC)C (ethyl 4-amino-2-methylthiopyrimidine-5-carboxylate). Isolated yield 94.0%. RXN SMILES: Cl[C:2]1[C:7]([C:8]([O:10][CH2:11][CH3:12])=[S:9])=[CH:6][N:5]=[C:4]([CH3:13])[N:3]=1.[OH-].[NH4+:15]>O1CCCC1.C(N(CC)CC)C>[NH2:15][C:2]1[C:7]([C:8]([O:10][CH2:11][CH3:12])=[S:9])=[CH:6][N:5]=[C:4]([CH3:13])[N:3]=1 |f:1.2|. Procedure: A solution of ethyl 4-chloro-2-methylthiopyrimidine-5-carboxylate (1450 g, 6.23 mole) (Aldrich Chemical Co., Milwaukee, Wis., USA) in 2987 mL of tetrahydrofuran was cooled to 5-10° C. and treated slowly with a mixture of 2407 mL of a 37% solution of ammonium hydroxide in 2978 mL triethylamine. After stirring for 16 hours, the reaction mixture was concentrated in vacuo to approximately 5L and filtered. The filter cake was washed with hexanes and dried in a vacuum oven at 60-65° C. The filtrate wa...